Task: describe an organic reaction: reactants, conditions, products, and yield. Dataset: the Open Reaction Database (ORD), a public repository of structured organic reaction records The reactants are C(=O)(C(F)(F)F)O (TFA), C(CCOC1CCN2[C@@H]1[C@@H](N(C1=C(C2=O)C=CC(=C1)OC)C(=O)OC(C)(C)C)OC1OCCCC1)OC1CCN2[C@@H]1[C@@H](N(C1=C(C2=O)C=CC(=C1)OC)C(=O)OC(C)(C)C)OC1OCCCC1 (1,1′-[(Propane-1,3-diyl)dioxy]bis[(11S,11aS)-10-(tert-butyloxycarbonyl)-8-methoxy-11-(tetrahydro-pyran-2-yloxy)-1,2,3,10,11,11a-hexahydro-5H-pyrrolo[2,1-c][1,4]benzodiazepine-5-one]), C(=O)(O)[O-].[Na+] (NaHCO3). Solvent: CO.C(Cl)(Cl)Cl (methanol chloroform). Conditions: time 1 hour. Product: C(CCOC1CCN2[C@H]1C=NC1=C(C2=O)C=CC(=C1)OC)OC1CCN2[C@H]1C=NC1=C(C2=O)C=CC(=C1)OC (1,1′-[(Propane-1,3-diyl)dioxy]bis[(11aS)-8-methoxy-1,2,3,11a-tetrahydro-5H-pyrrolo[2,1-c][1,4]benzodiazepine-5-one]). Isolated yield 75.0%. As a reaction SMILES: C(O)(C(F)(F)F)=O.[CH2:8]([O:43][CH:44]1[C@H:48]2[C@H:49](OC3CCCCO3)[N:50](C(OC(C)(C)C)=O)[C:51]3[CH:58]=[C:57]([O:59][CH3:60])[CH:56]=[CH:55][C:52]=3[C:53](=[O:54])[N:47]2[CH2:46][CH2:45]1)[CH2:9][CH2:10][O:11][CH:12]1[C@H:16]2[C@H:17](OC3CCCCO3)[N:18](C(OC(C)(C)C)=O)[C:19]3[CH:26]=[C:25]([O:27][CH3:28])[CH:24]=[CH:23][C:20]=3[C:21](=[O:22])[N:15]2[CH2:14][CH2:13]1.C([O-])(O)=O.[Na+]>CO.C(Cl)(Cl)Cl>[CH2:8]([O:43][CH:44]1[C@@H:48]2[CH:49]=[N:50][C:51]3[CH:58]=[C:57]([O:59][CH3:60])[CH:56]=[CH:55][C:52]=3[C:53](=[O:54])[N:47]2[CH2:46][CH2:45]1)[CH2:9][CH2:10][O:11][CH:12]1[C@@H:16]2[CH:17]=[N:18][C:19]3[CH:26]=[C:25]([O:27][CH3:28])[CH:24]=[CH:23][C:20]=3[C:21](=[O:22])[N:15]2[CH2:14][CH2:13]1 |f:2.3,4.5|. Procedure: 95% TFA (3 mL) was added drop-wise to dimer compound 8a (80 mg, 0.08 mmol) at 0° C. This was then stirred for 1 hr and the mixture was poured into saturated NaHCO3 (30 mL) solution to naturalize the reaction mixture. The mixture was extracted with chloroform (3×20 mL). The organic layer was then washed water (20 mL), brine (20 mL) then dried (MgSO4) and filtrated. The excess solvent was removed under reduced pressure to give the crude product, which was subjected to flash column chromatography (... Starting materials: O1C(CCCC1)CO (tetrahydropyran-2-methanol), C(Cl)(Cl)(Cl)Cl (CCl4), O (water), NaIO4, RuCl3H2O. The solvent is CC#N (CH3CN). Reaction conditions: time 20 minute. The product is O1C(CCCC1)C(=O)O (2-Tetrahydropyranoic Acid). As a reaction SMILES: [O:1]1[CH2:6][CH2:5][CH2:4][CH2:3][CH:2]1[CH2:7][OH:8].C(Cl)(Cl)(Cl)Cl.[OH2:14]>CC#N>[O:1]1[CH2:6][CH2:5][CH2:4][CH2:3][CH:2]1[C:7]([OH:14])=[O:8]. Procedure details: To a vigorously stirred solution of tetrahydropyran-2-methanol (2.32 g, 40 mmol) in a mixture of CH3CN (20 ml), CCl4 (20 ml) and water (10 ml) at 0° C. was added NaIO4 (9.42 g, 44 mmol) and then RuCl3H2O(414 mg, 2 mmol). After 20 min, the cooling bath was removed. After 40 min at room temperature, TLC showed reaction was complete. The reaction mixture was partitioned into ethyl acetate and ice-cold Na2S2O5 solution. More Na2S2O5 was added until all the brown material dissolved and a greenish mix... Starting materials: C(C1=CC=CC=C1)N([C@@H]1CN(C[C@H]1O)C(=O)OC(C)(C)C)CC1=CC=CC=C1 (tert-butyl (3R,4R)-3-(dibenzylamino)-4-hydroxypyrrolidine-1-carboxylate), C(C)N(CC)S(F)(F)F ((diethylamino)sulfur trifluoride), resultant solution. Solvent: ClCCl (dichloromethane). The product is C(C1=CC=CC=C1)N([C@@H]1CN(C[C@H]1F)C(=O)OC(C)(C)C)CC1=CC=CC=C1 (tert-Butyl (3R,4R)-3-(dibenzylamino)-4-flouropyrrolidine-1-carboxylate). Isolated yield 67.8%. Reaction SMILES: [CH2:1]([N:8]([CH2:22][C:23]1[CH:28]=[CH:27][CH:26]=[CH:25][CH:24]=1)[C@H:9]1[C@H:13](O)[CH2:12][N:11]([C:15]([O:17][C:18]([CH3:21])([CH3:20])[CH3:19])=[O:16])[CH2:10]1)[C:2]1[CH:7]=[CH:6][CH:5]=[CH:4][CH:3]=1.C(N(S(F)(F)[F:35])CC)C>ClCCl>[CH2:1]([N:8]([CH2:22][C:23]1[CH:28]=[CH:27][CH:26]=[CH:25][CH:24]=1)[C@H:9]1[C@H:13]([F:35])[CH2:12][N:11]([C:15]([O:17][C:18]([CH3:21])([CH3:20])[CH3:19])=[O:16])[CH2:10]1)[C:2]1[CH:7]=[CH:6][CH:5]=[CH:4][CH:3]=1. Reported procedure: To a dichloromethane solution (8.7 mL) of tert-butyl (3R,4R)-3-(dibenzylamino)-4-hydroxypyrrolidine-1-carboxylate (320 mg, 0.92 mmol) synthesized in Reference Synthesis Example 71, (diethylamino)sulfur trifluoride (295 mg, 1.84 mmol) was added at 0° C. and the resultant solution was stirred at room temperature. After completion of the reaction, the reaction solution was washed with water and saturated sodium bicarbonate aqueous solution. The organic layer was dried over anhydrous magnesium sulfa... Starting materials: C1(=CC=CC=C1)S (benzenethiol), [H-].[Na+] (sodium hydride), C(CCC)C=1N(C2=C(C(=NC=3C=CC=CC23)N)N1)CCCCl (2-butyl-1-(3-chloropropyl)-1H-imidazo[4,5-c]quinolin-4-amine). The solvent is CN(C=O)C (dimethyl formamide). Reaction conditions: time 30 minute. Product: C(CCC)C=1N(C2=C(C(=NC=3C=CC=CC23)N)N1)CCCSC1=CC=CC=C1 (2-butyl-1-[3-(phenylthio)propyl]-1H-imidazo[4,5-c]quinolin-4-amine). Yield: 68.1%. RXN SMILES: [C:1]1([SH:7])[CH:6]=[CH:5][CH:4]=[CH:3][CH:2]=1.[H-].[Na+].[CH2:10]([C:14]1[N:15]([CH2:28][CH2:29][CH2:30]Cl)[C:16]2[C:25]3[CH:24]=[CH:23][CH:22]=[CH:21][C:20]=3[N:19]=[C:18]([NH2:26])[C:17]=2[N:27]=1)[CH2:11][CH2:12][CH3:13]>CN(C)C=O>[CH2:10]([C:14]1[N:15]([CH2:28][CH2:29][CH2:30][S:7][C:1]2[CH:6]=[CH:5][CH:4]=[CH:3][CH:2]=2)[C:16]2[C:25]3[CH:24]=[CH:23][CH:22]=[CH:21][C:20]=3[N:19]=[C:18]([NH2:26])[C:17]=2[N:27]=1)[CH2:11][CH2:12][CH3:13] |f:1.2|. Procedure details: A round bottom flask was charged with a magnetic stir bar, benzenethiol (0.68 g, 6.21 mmol), sodium hydride (0.25 g, 60% dispersion, 6.21 mmol), and anhydrous dimethyl formamide (28 mL) under a nitrogen atmosphere. After the reaction mixture had stirred at ambient temperature for 30 minutes, 2-butyl-1-(3-chloropropyl)-1H-imidazo[4,5-c]quinolin-4-amine (1.64 g, 5.18 mmol) was added and the resulting cloudy solution was heated to 80° C. and maintained at 80° C. for 2.5 hours at which time the star... Product: ClC1=C(C=CC(=C1)C)C=1C(=CC=CC1)C(=O)O (2′-chloro-4′-methyl-biphenyl-2-carboxylic acid). The yield is 67.1%. Solvent: C(C)O (ethanol). Run at temperature 80 celsius, time 2 hour. Procedure details: To a mixture of ethanol (728 ml) and 2′-chloro-4′-methyl-biphenyl-2-carboxylic acid ethyl ester (337 g) was added 4N aqueous sodium hydroxide solution (728 ml), and the mixture was stirred at 80° C. for 2 hr. The reaction mixture was cooled to room temperature, activated carbon (17 g) was added and the mixture was stirred overnight. The activated carbon was filtered off, and washed with 50 v/v % ethanol-water (200 ml). The filtrate was acidified by dropwise addition of acetic acid (500 ml) at ro... Reactants: C(C)OC(=O)C=1C(=CC=CC1)C1=C(C=C(C=C1)C)Cl (2′-chloro-4′-methyl-biphenyl-2-carboxylic acid ethyl ester), [OH-].[Na+] (sodium hydroxide). Reaction SMILES: C([O:3][C:4]([C:6]1[C:7]([C:12]2[CH:17]=[CH:16][C:15]([CH3:18])=[CH:14][C:13]=2[Cl:19])=[CH:8][CH:9]=[CH:10][CH:11]=1)=[O:5])C.[OH-].[Na+]>C(O)C>[Cl:19][C:13]1[CH:14]=[C:15]([CH3:18])[CH:16]=[CH:17][C:12]=1[C:7]1[C:6]([C:4]([OH:5])=[O:3])=[CH:11][CH:10]=[CH:9][CH:8]=1 |f:1.2|. The reactants are O.[OH-].[Li+] (lithium hydroxide monohydrate), O.[OH-].[Li+] (lithium hydroxide monohydrate), ClC1=C(C(=C(C=C1)C(C)NC(C(F)(F)F)=O)[N+](=O)[O-])F (N-[1-(4-Chloro-3-fluoro-2-nitro-phenyl)-ethyl]-2,2,2-trifluoro-acetamide). Run in O (water), O (water), C1CCOC1 (THF), C(C)(=O)OCC (ethyl acetate). Conditions: time 2 hour. Product: ClC1=C(C(=C(C=C1)C(C)N)[N+](=O)[O-])F (1-(4-chloro-3-fluoro-2-nitro-phenyl)-ethylamine). Yield: 74.5%. Reaction SMILES: [Cl:1][C:2]1[CH:7]=[CH:6][C:5]([CH:8]([NH:10]C(=O)C(F)(F)F)[CH3:9])=[C:4]([N+:17]([O-:19])=[O:18])[C:3]=1[F:20].O.[OH-].[Li+]>C1COCC1.O.C(OCC)(=O)C>[Cl:1][C:2]1[CH:7]=[CH:6][C:5]([CH:8]([NH2:10])[CH3:9])=[C:4]([N+:17]([O-:19])=[O:18])[C:3]=1[F:20] |f:1.2.3|. Reported procedure: N-[1-(4-Chloro-3-fluoro-2-nitro-phenyl)-ethyl]-2,2,2-trifluoro-acetamide (286 mg, 0.909 mmol) was dissolved at room temperature in THF (10 mL). Then, a solution of lithium hydroxide monohydrate (46 mg, 1.09 mmol) in water (2 mL) was added. The reaction was followed by TLC, using ethyl acetate as solvent. After 2 h., more lithium hydroxide monohydrate (46 mg, 1.09 mmol) in water (2 mL) was added. The reaction was stirred at room temperature for three days. Then, the reaction was extracted with et... The reactants are C1(=C(C=CC=C1)NC(=S)N)C1=CC=CC=C1 (N-(2-biphenylyl)thiourea), CI (methyl iodide). The solvent is CC(=O)C (acetone). Reaction conditions: temperature 55 celsius. Yields the product I.C1(=C(C=CC=C1)NC(SC)=N)C1=CC=CC=C1 (1-(2-biphenylyl)-2-methyl-2-thiopseudourea hydriodide). RXN SMILES: [C:1]1([C:11]2[CH:16]=[CH:15][CH:14]=[CH:13][CH:12]=2)[CH:6]=[CH:5][CH:4]=[CH:3][C:2]=1[NH:7][C:8]([NH2:10])=[S:9].[CH3:17][I:18]>CC(C)=O>[IH:18].[C:1]1([C:11]2[CH:16]=[CH:15][CH:14]=[CH:13][CH:12]=2)[CH:6]=[CH:5][CH:4]=[CH:3][C:2]=1[NH:7][C:8](=[NH:10])[S:9][CH3:17] |f:3.4|. Reported procedure: A mixture of N-(2-biphenylyl)thiourea (9.6 g), methyl iodide (2.9 ml) and acetone (100 ml) was heated at 55° C. for 3 hours to yield 1-(2-biphenylyl)-2-methyl-2-thiopseudourea hydriodide.